Dataset: the Open Reaction Database (ORD), a public repository of structured organic reaction records. Task: describe an organic reaction: reactants, conditions, products, and yield Starting materials: N#N (N2), NC1=CC=C(C=C1)O (4-aminophenol), CC(=O)CC (ethyl methyl ketone), C(CCCCCCCCCCCCCCCCC)C1C(=O)OC(C1)=O (n-octadecylsuccinic anhydride). The solvent is COCCOCCOC (diglyme). Product: OC1=CC=C(C=C1)N=C(C(CC(=O)O)CCCCCCCCCCCCCCCCCC)O (n-octadecylsuccinic acid [N-(4-hydroxyphenyl)]imide). As a reaction SMILES: [NH2:1][C:2]1[CH:7]=[CH:6][C:5]([OH:8])=[CH:4][CH:3]=1.CC(CC)=O.[CH2:14]([CH:32]1[CH2:37][C:36](=[O:38])[O:35][C:33]1=[O:34])[CH2:15][CH2:16][CH2:17][CH2:18][CH2:19][CH2:20][CH2:21][CH2:22][CH2:23][CH2:24][CH2:25][CH2:26][CH2:27][CH2:28][CH2:29][CH2:30][CH3:31].N#N>COCCOCCOC>[OH:8][C:5]1[CH:6]=[CH:7][C:2]([N:1]=[C:33]([OH:34])[CH:32]([CH2:14][CH2:15][CH2:16][CH2:17][CH2:18][CH2:19][CH2:20][CH2:21][CH2:22][CH2:23][CH2:24][CH2:25][CH2:26][CH2:27][CH2:28][CH2:29][CH2:30][CH3:31])[CH2:37][C:36]([OH:38])=[O:35])=[CH:3][CH:4]=1. Procedure: 3.7 Grams of 4-aminophenol and 80 ml of ethyl methyl ketone were charged in a 300 ml flask equipped with a stirrer and a condenser and stirred in an atmosphere of room temperature. Thereto was added 12.0 g of powdery n-octadecylsuccinic anhydride little by little in several parts, followed by stirring at 70°-75° C. for 1 hour. Then, 120 ml of diglyme was added thereto, followed by heating with gently passing N2 gas to first distill off ethyl methyl ketone and then slowly distill off diglyme. Aft... Starting materials: FC1=C(C(=C(C(=C1OC(C(C1CCCCC1)C=1N(N=C2C1CCC2)C2=CC=C(C=C2)Cl)=O)F)F)F)F ([2-(4-chloro-phenyl)-2,4,5,6-tetrahydro-cyclopentapyrazol-3-yl]-cyclohexyl-acetic acid pentafluorophenyl ester), COC(C1=CC(=C(C=C1)N)F)=O (4-amino-3-fluoro-benzoic acid methyl ester). The reagents and catalysts are CN(C)C=1C=CN=CC1 (DMAP). The solvent is CN(C)C=O (DMF). Product: COC(C1=CC(=C(C=C1)NC(C(C1CCCCC1)C=1N(N=C2C1CCC2)C2=CC=C(C=C2)Cl)=O)F)=O (4-{2-[2-(4-Chloro-phenyl)-2,4,5,6-tetrahydro-cyclopentapyrazol-3-yl]-2-cyclohexyl-acetylamino}-3-fluoro-benzoic acid methyl ester). As a reaction SMILES: FC1C([O:8][C:9](=O)[CH:10]([C:17]2[N:18]([C:25]3[CH:30]=[CH:29][C:28]([Cl:31])=[CH:27][CH:26]=3)[N:19]=[C:20]3[CH2:24][CH2:23][CH2:22][C:21]=23)[CH:11]2[CH2:16][CH2:15][CH2:14][CH2:13][CH2:12]2)=C(F)C(F)=C(F)C=1F.[CH3:37][O:38][C:39](=[O:48])[C:40]1[CH:45]=[CH:44][C:43]([NH2:46])=[C:42]([F:47])[CH:41]=1>CN(C1C=CN=CC=1)C.CN(C=O)C>[CH3:37][O:38][C:39](=[O:48])[C:40]1[CH:45]=[CH:44][C:43]([NH:46][C:9](=[O:8])[CH:10]([C:17]2[N:18]([C:25]3[CH:26]=[CH:27][C:28]([Cl:31])=[CH:29][CH:30]=3)[N:19]=[C:20]3[CH2:24][CH2:23][CH2:22][C:21]=23)[CH:11]2[CH2:16][CH2:15][CH2:14][CH2:13][CH2:12]2)=[C:42]([F:47])[CH:41]=1. Procedure details: In analogy to the procedure described in example 4.3, [2-(4-chloro-phenyl)-2,4,5,6-tetrahydro-cyclopentapyrazol-3-yl]-cyclohexyl-acetic acid pentafluorophenyl ester (example 4.2) was reacted with 4-amino-3-fluoro-benzoic acid methyl ester (CAS Reg. No. 185629-32-7) in the presence of DMAP in DMF to give the title compound as colorless oil. MS: m/e=510.2 [M+H+].